From a dataset of the Open Reaction Database (ORD), a public repository of structured organic reaction records. describe an organic reaction: reactants, conditions, products, and yield Starting materials: OC(C1(CCCC1)C(=O)OCC)C1=C(C=CC=C1)Cl (ethyl 1-(1-hydroxy(2-chlorophenyl)methyl)cyclopentanecarboxylate), [H-].[Al+3].[Li+].[H-].[H-].[H-] (Lithium aluminum hydride), [OH-].[Na+] (NaOH), C(=O)(O)[O-].[Na+] (NaHCO3). The solvent is CCOCC (ether), CCOCC (ether). Reaction conditions: temperature -10 celsius, time 1 hour. The product is OCC1(CCCC1)C(O)C1=C(C=CC=C1)Cl ([1-(hydroxymethyl)cyclopentyl](2-chlorophenyl)methanol). Isolated yield 81.6%. As a reaction SMILES: [H-].[Al+3].[Li+].[H-].[H-].[H-].[OH:7][CH:8]([C:19]1[CH:24]=[CH:23][CH:22]=[CH:21][C:20]=1[Cl:25])[C:9]1([C:14](OCC)=[O:15])[CH2:13][CH2:12][CH2:11][CH2:10]1.C([O-])(O)=O.[Na+].[OH-].[Na+]>CCOCC>[OH:15][CH2:14][C:9]1([CH:8]([C:19]2[CH:24]=[CH:23][CH:22]=[CH:21][C:20]=2[Cl:25])[OH:7])[CH2:13][CH2:12][CH2:11][CH2:10]1 |f:0.1.2.3.4.5,7.8,9.10|. Reported procedure: Lithium aluminum hydride (0.64 g, 16.8 mmol) was mixed with ether (20 ml) and cooled to −10° C. Thereto was added dropwise a solution of ethyl 1-(1-hydroxy(2-chlorophenyl)methyl)cyclopentanecarboxylate (3.1 g, 11.2 mmol) in ether (5 ml) at the same temperature over 15 min, and the mixture was stirred at −10° C. for 1 h, and at room temperature for 3 h. The mixture was cooled to −20° C. and 10%—NaHCO3 aq. (2 ml) was added dropwise, then 20%—NaOH aq. (2 ml) was added dropwise. The mixture was stir...